Dataset: the Open Reaction Database (ORD), a public repository of structured organic reaction records. Task: describe an organic reaction: reactants, conditions, products, and yield The reactants are C1CCNCC1, O=C(O)C(F)(F)F, O=C(O)COc1ccc(-c2ccccc2F)nc1. The product is O=C(O)C(F)(F)F, O=C(COc1ccc(-c2ccccc2F)nc1)N1CCCCC1. As a reaction SMILES: [CH2:26]1[CH2:27][CH2:28][NH:29][CH2:30][CH2:31]1.[F:1][C:2]([C:3](=[O:4])[OH:5])([F:6])[F:7].[F:8][c:9]1[c:10](-[c:15]2[cH:16][cH:17][c:18]([O:21][CH2:22][C:23](=[O:24])[OH:25])[cH:19][n:20]2)[cH:11][cH:12][cH:13][cH:14]1>>[F:1][C:2]([C:3](=[O:4])[OH:5])([F:6])[F:7].[F:8][c:9]1[c:10](-[c:15]2[cH:16][cH:17][c:18]([O:21][CH2:22][C:23](=[O:25])[N:29]3[CH2:28][CH2:27][CH2:26][CH2:31][CH2:30]3)[cH:19][n:20]2)[cH:11][cH:12][cH:13][cH:14]1. Reactants: C(C)(C)(C)C=1N=C(C2=C(N1)N(N=N2)CC)N2CC(CC2)(F)F (5-tert-Butyl-7-(3,3-difluoro-pyrrolidin-1-yl)-3-ethyl-3H-[1,2,3]triazolo[4,5-d]pyrimidine), C(C)(C)(C)C=1N=C(C2=C(N1)NN=N2)N2CC(CC2)(F)F (5-tert-butyl-7-(3,3-difluoropyrrolidin-1-yl)-3H-[1,2,3]triazolo[4,5-d]pyrimidine), ClC1=C(C=NC=C1)CCl (4-chloro-3-(chloromethyl)pyridine). Product: C(C)(C)(C)C=1N=C(C2=C(N1)N(N=N2)CC2=NC=CC=C2Cl)N2CC(CC2)(F)F (5-tert-Butyl-3-(3-chloro-pyridin-2-ylmethyl)-7-(3,3-difluoro-pyrrolidin-1-yl)-3H-[1,2,3]triazolo[4,5-d]pyrimidine). RXN SMILES: [C:1]([C:5]1[N:6]=[C:7]([N:16]2[CH2:20][CH2:19][C:18]([F:22])([F:21])[CH2:17]2)[C:8]2[N:13]=[N:12][N:11]([CH2:14][CH3:15])[C:9]=2[N:10]=1)([CH3:4])([CH3:3])[CH3:2].C(C1N=C([N:36]2[CH2:40][CH2:39][C:38](F)(F)[CH2:37]2)C2N=NNC=2N=1)(C)(C)C.[Cl:43]C1C=CN=CC=1CCl>>[C:1]([C:5]1[N:6]=[C:7]([N:16]2[CH2:20][CH2:19][C:18]([F:21])([F:22])[CH2:17]2)[C:8]2[N:13]=[N:12][N:11]([CH2:14][C:15]3[C:40]([Cl:43])=[CH:39][CH:38]=[CH:37][N:36]=3)[C:9]=2[N:10]=1)([CH3:2])([CH3:3])[CH3:4]. Procedure details: In analogy to the procedure described for the synthesis of 5-tert-butyl-7-(3,3-difluoropyrrolidin-1-yl)-3-ethyl-3H-[1,2,3]triazolo[4,5-d]pyrimidine (example 61), the title compound was prepared from 5-tert-butyl-7-(3,3-difluoropyrrolidin-1-yl)-3H-[1,2,3]triazolo[4,5-d]pyrimidine and 4-chloro-3-(chloromethyl)pyridine and isolated as light-yellow gum. MS (m/e): 408.3 (MH+). Starting materials: Cc1c(F)cc(C(=O)O)cc1B(O)O, Cn1c(=O)c(Br)cc2cnn(-c3c(F)cccc3F)c21, [Na+], [Na+], O=C([O-])[O-], C1COCCO1, c1ccc(P(c2ccccc2)(c2ccccc2)[Pd](P(c2ccccc2)(c2ccccc2)c2ccccc2)(P(c2ccccc2)(c2ccccc2)c2ccccc2)P(c2ccccc2)(c2ccccc2)c2ccccc2)cc1. Yields the product Cc1c(F)cc(C(=O)O)cc1-c1cc2cnn(-c3c(F)cccc3F)c2n(C)c1=O. As a reaction SMILES: [B:1]([OH:2])([OH:3])[c:4]1[cH:5][c:6]([C:7](=[O:8])[OH:9])[cH:10][c:11]([F:14])[c:12]1[CH3:13].[Br:15][c:16]1[cH:17][c:18]2[c:19]([n:20]([CH3:23])[c:21]1=[O:22])[n:24](-[c:27]1[c:28]([F:34])[cH:29][cH:30][cH:31][c:32]1[F:33])[n:25][cH:26]2.[Na+:35].[Na+:36].[O-:37][C:38](=[O:39])[O-:40].[O:41]1[CH2:42][CH2:43][O:44][CH2:45][CH2:46]1.[cH:47]1[cH:48][cH:49][c:50]([P:51]([Pd:52]([P:53]([c:54]2[cH:55][cH:56][cH:57][cH:58][cH:59]2)([c:60]2[cH:61][cH:62][cH:63][cH:64][cH:65]2)[c:66]2[cH:67][cH:68][cH:69][cH:70][cH:71]2)([P:72]([c:73]2[cH:74][cH:75][cH:76][cH:77][cH:78]2)([c:79]2[cH:80][cH:81][cH:82][cH:83][cH:84]2)[c:85]2[cH:86][cH:87][cH:88][cH:89][cH:90]2)[P:91]([c:92]2[cH:93][cH:94][cH:95][cH:96][cH:97]2)([c:98]2[cH:99][cH:100][cH:101][cH:102][cH:103]2)[c:104]2[cH:105][cH:106][cH:107][cH:108][cH:109]2)([c:110]2[cH:111][cH:112][cH:113][cH:114][cH:115]2)[c:116]2[cH:117][cH:118][cH:119][cH:120][cH:121]2)[cH:122][cH:123]1>>[c:4]1(-[c:16]2[cH:17][c:18]3[c:19]([n:20]([CH3:23])[c:21]2=[O:22])[n:24](-[c:27]2[c:28]([F:34])[cH:29][cH:30][cH:31][c:32]2[F:33])[n:25][cH:26]3)[cH:5][c:6]([C:7](=[O:8])[OH:9])[cH:10][c:11]([F:14])[c:12]1[CH3:13]. Starting materials: ClC1(C(NC2=CC=C(C=C12)Cl)=O)C1=C(C=CC=C1)OC (3,5-dichloro-3-(2-methoxyphenyl)-1,3-dihydro-2H-indol-2-one), FC1C[C@H](NC1)C(=O)OC(C)(C)C (tert-butyl 4-fluoro-L-prolinate). Product: ClC=1C=C2C(C(NC2=CC1)=O)(C1=C(C=CC=C1)OC)N1[C@H](C(=O)OC(C)(C)C)CC(C1)F (tert-butyl 1-[5-chloro-3-(2-methoxyphenyl)-2-oxo-2,3-dihydro-1H-indol-3-yl]-4-fluoro-L-prolinate). As a reaction SMILES: Cl[C:2]1([C:13]2[CH:18]=[CH:17][CH:16]=[CH:15][C:14]=2[O:19][CH3:20])[C:10]2[C:5](=[CH:6][CH:7]=[C:8]([Cl:11])[CH:9]=2)[NH:4][C:3]1=[O:12].[F:21][CH:22]1[CH2:26][NH:25][C@H:24]([C:27]([O:29][C:30]([CH3:33])([CH3:32])[CH3:31])=[O:28])[CH2:23]1>>[Cl:11][C:8]1[CH:9]=[C:10]2[C:5](=[CH:6][CH:7]=1)[NH:4][C:3](=[O:12])[C:2]2([N:25]1[CH2:26][CH:22]([F:21])[CH2:23][C@H:24]1[C:27]([O:29][C:30]([CH3:33])([CH3:32])[CH3:31])=[O:28])[C:13]1[CH:18]=[CH:17][CH:16]=[CH:15][C:14]=1[O:19][CH3:20]. Procedure: With 1.06 g of 3,5-dichloro-3-(2-methoxyphenyl)-1,3-dihydro-2H-indol-2-one and 685 mg of the compound obtained in Step 12-2 as starting materials, respectively 678 mg (Isomer A: colorless solid) and 839 mg (Isomer B: colorless amorphous) of two species of diastereoisomers of the title compound were obtained by a similar method to Step 4-2. The reactants are CCOC(=O)c1ccc(OCCBr)cc1, CC(=O)n1ccnc1, CC#N, [I-], [Na+]. Product: CCOC(=O)c1ccc(OCCn2cc[n+](C(C)=O)c2)cc1, [I-]. As a reaction SMILES: [Br:9][CH2:10][CH2:11][O:12][c:13]1[cH:14][cH:15][c:16]([C:17](=[O:18])[O:19][CH2:20][CH3:21])[cH:22][cH:23]1.[C:1]([CH3:2])(=[O:3])[n:4]1[cH:5][n:6][cH:7][cH:8]1.[CH3:26][C:27]#[N:28].[I-:25].[Na+:24]>>[C:1]([CH3:2])(=[O:3])[n+:4]1[cH:5][n:6]([CH2:10][CH2:11][O:12][c:13]2[cH:14][cH:15][c:16]([C:17](=[O:18])[O:19][CH2:20][CH3:21])[cH:22][cH:23]2)[cH:7][cH:8]1.[I-:25].